The task is: describe an organic reaction: reactants, conditions, products, and yield. This data is from the Open Reaction Database (ORD), a public repository of structured organic reaction records. Reactants: CC(=O)[O-], ClCCl, OCCc1ccc(F)cc1, [Na+], O=[Cr](=O)([O-])Cl, c1cc[nH+]cc1. Yields the product O=CCc1ccc(F)cc1. As a reaction SMILES: [CH3:12][C:13](=[O:14])[O-:15].[Cl:27][CH2:28][Cl:29].[F:1][c:2]1[cH:3][cH:4][c:5]([CH2:6][CH2:7][OH:8])[cH:9][cH:10]1.[Na+:11].[O:16]=[Cr:17]([Cl:18])([O-:19])=[O:20].[nH+:21]1[cH:22][cH:23][cH:24][cH:25][cH:26]1>>[F:1][c:2]1[cH:3][cH:4][c:5]([CH2:6][CH:7]=[O:8])[cH:9][cH:10]1. Starting materials: C#Cc1ccc(CCC(=O)OC)cc1, Cc1cccc(I)c1. Yields the product COC(=O)CCc1ccc(C#Cc2cccc(C)c2)cc1. Reaction SMILES: [C:1](#[CH:2])[c:3]1[cH:4][cH:5][c:6]([CH2:9][CH2:10][C:11](=[O:12])[O:13][CH3:14])[cH:7][cH:8]1.[I:15][c:16]1[cH:17][c:18]([CH3:22])[cH:19][cH:20][cH:21]1>>[C:1](#[C:2][c:16]1[cH:17][c:18]([CH3:22])[cH:19][cH:20][cH:21]1)[c:3]1[cH:4][cH:5][c:6]([CH2:9][CH2:10][C:11](=[O:12])[O:13][CH3:14])[cH:7][cH:8]1. The reactants are Cc1nc(N)ccc1COCC1CC1, Cc1cc(Cl)cc(Cl)c1S(=O)(=O)Cl. The product is Cc1cc(Cl)cc(Cl)c1S(=O)(=O)Nc1ccc(COCC2CC2)c(C)n1. As a reaction SMILES: [CH:1]1([CH2:4][O:5][CH2:6][c:7]2[cH:8][cH:9][c:10]([NH2:14])[n:11][c:12]2[CH3:13])[CH2:2][CH2:3]1.[Cl:15][c:16]1[c:17]([S:24](=[O:25])(=[O:26])[Cl:27])[c:18]([CH3:23])[cH:19][c:20]([Cl:22])[cH:21]1>>[CH:1]1([CH2:4][O:5][CH2:6][c:7]2[cH:8][cH:9][c:10]([NH:14][S:24]([c:17]3[c:16]([Cl:15])[cH:21][c:20]([Cl:22])[cH:19][c:18]3[CH3:23])(=[O:25])=[O:26])[n:11][c:12]2[CH3:13])[CH2:2][CH2:3]1. Starting materials: C[Si](C)(C)I, O=C(NCCC(Nc1ncnc2cc(C(=O)N3CC=CC3)c(Cl)cc12)c1nc2cc(Cl)ccc2[nH]1)OCc1ccccc1. The product is NCCC(Nc1ncnc2cc(C(=O)N3CC=CC3)c(Cl)cc12)c1nc2cc(Cl)ccc2[nH]1. Reaction SMILES: [CH3:44][Si:45]([I:46])([CH3:47])[CH3:48].[Cl:1][c:2]1[cH:3][c:4]2[c:5]([NH:19][CH:20]([CH2:21][CH2:22][NH:23][C:24]([O:25][CH2:26][c:27]3[cH:28][cH:29][cH:30][cH:31][cH:32]3)=[O:33])[c:34]3[n:35][c:36]4[c:37]([nH:38]3)[cH:39][cH:40][c:41]([Cl:43])[cH:42]4)[n:6][cH:7][n:8][c:9]2[cH:10][c:11]1[C:12](=[O:13])[N:14]1[CH2:15][CH:16]=[CH:17][CH2:18]1>>[Cl:1][c:2]1[cH:3][c:4]2[c:5]([NH:19][CH:20]([CH2:21][CH2:22][NH2:23])[c:34]3[n:35][c:36]4[c:37]([nH:38]3)[cH:39][cH:40][c:41]([Cl:43])[cH:42]4)[n:6][cH:7][n:8][c:9]2[cH:10][c:11]1[C:12](=[O:13])[N:14]1[CH2:15][CH:16]=[CH:17][CH2:18]1. Reactants: C(C)(=O)P(OC)(OC)=O (Dimethyl acetylphosphonate), [I-].[Na+] (sodium iodide). Solvent: CC(=O)C (acetone). Yields the product C(C)(=O)P(OC)([O-])=O.[Na+] (Monosodium Monomethyl Acetylphosphonate). As a reaction SMILES: [C:1]([P:4](=[O:9])([O:7]C)[O:5][CH3:6])(=[O:3])[CH3:2].[I-].[Na+:11]>CC(C)=O>[C:1]([P:4](=[O:7])([O-:9])[O:5][CH3:6])(=[O:3])[CH3:2].[Na+:11] |f:1.2,4.5|. Procedure details: Dimethyl acetylphosphonate (10 g, 0.066 mol) and sodium iodide (15 g, 0.1 mol) were dissolved in acetone (80 ml) and the solution was stirred and refluxed for 6 hours. After cooling, the precipitated solid was filtered off, washed with acetone and ether and then air dried. Yield=9.5 g, m.p. decomp >170°. The NMR spectrum was consistent with the proposed structure. Starting materials: OCC[C@@]1(C=C[C@H](C1)NC(OC(C)(C)C)=O)C(=O)N1CC=2C=C(C=NC2CC1)C(F)(F)F (tert-butyl ((1S,4S)-4-(2-hydroxyethyl)-4-(3-(trifluoromethyl)-5,6,7,8-tetrahydro-1,6-naphthyridine-6-carbonyl)cyclopent-2-en-1-yl)carbamate), C1(=CC=CC=C1)[Se]N1C(C=2C(C1=O)=CC=CC2)=O (N-(phenylseleno)phthalimide), B(F)(F)F (BF3), [OH-].[Na+] (NaOH). Solvent: C(Cl)Cl (DCM), O (water). Reaction conditions: time 2 hour. The product is C1(=CC=CC=C1)[Se][C@H]1[C@H](C[C@]2([C@@H]1OCC2)C(=O)N2CC=1C=C(C=NC1CC2)C(F)(F)F)NC(OC(C)(C)C)=O (tert-butyl ((3aS,5S,6S,6aS)-6-(phenylselanyl)-3a-(3-(trifluoromethyl)-5,6,7,8-tetrahydro-1,6-naphthyridine-6-carbonyl)hexahydro-2H-cyclopenta[b]furan-5-yl)carbamate). Reaction SMILES: [OH:1][CH2:2][CH2:3][C@@:4]1([C:17]([N:19]2[CH2:28][CH2:27][C:26]3[N:25]=[CH:24][C:23]([C:29]([F:32])([F:31])[F:30])=[CH:22][C:21]=3[CH2:20]2)=[O:18])[CH2:8][C@H:7]([NH:9][C:10](=[O:16])[O:11][C:12]([CH3:15])([CH3:14])[CH3:13])[CH:6]=[CH:5]1.[C:33]1([Se:39]N2C(=O)C3=CC=CC=C3C2=O)[CH:38]=[CH:37][CH:36]=[CH:35][CH:34]=1.B(F)(F)F.[OH-].[Na+]>C(Cl)Cl.O>[C:33]1([Se:39][C@@H:6]2[C@H:5]3[O:1][CH2:2][CH2:3][C@@:4]3([C:17]([N:19]3[CH2:28][CH2:27][C:26]4[N:25]=[CH:24][C:23]([C:29]([F:32])([F:31])[F:30])=[CH:22][C:21]=4[CH2:20]3)=[O:18])[CH2:8][C@@H:7]2[NH:9][C:10](=[O:16])[O:11][C:12]([CH3:15])([CH3:14])[CH3:13])[CH:38]=[CH:37][CH:36]=[CH:35][CH:34]=1 |f:3.4|. Procedure: To a solution of the product of Step D (1.51 g, 3.32 mmol, 1 eq) in DCM (40 mL) at rt under Ar was added N-(phenylseleno)phthalimide (1.60 g, 4.97 mmol, 1.5 eq) and BF3-etherate (0.042 mL, 0.33 mmol, 0.1 eq). After 2 hrs, 1 N NaOH was added and stirred 5 min., water was added, the solution extracted with DCM, the organics combined, dried over MgSO4, and concentrated. Purification by chromatography (80 g column) eluting with 50 to 100% EtOAc/heptane afforded the title compound of Step E. 1H NMR (...